Dataset: the Open Reaction Database (ORD), a public repository of structured organic reaction records. Task: describe an organic reaction: reactants, conditions, products, and yield Starting materials: NC[C@H]1CN(C[C@@H]1C1=CC=CC=C1)C(=O)OC1=CC=C(C=C1)C(=O)OC (4-(methoxycarbonyl)phenyl(3S,4S)-3-(aminomethyl)-4-phenylpyrrolidine-1-carboxylate), C(C)(=O)C1=CC=CC=2OCCOC21 (5-acetylbenzodioxane). Run in C1CCOC1 (THF). Conditions: time 8 hour. Yields the product O1CCOC2=C1C=CC=C2C(C)NC[C@H]2CN(C[C@@H]2C2=CC=CC=C2)C(=O)OC2=CC=C(C=C2)C(=O)OC (4-(methoxycarbonyl)phenyl(3S,4S)-3-({[1-(2,3-dihydro-1,4-benzodioxin-5-yl)ethyl]amino}methyl)-4-phenylpyrrolidine-1-carboxylate). The yield is 39.6%. Reaction SMILES: [NH2:1][CH2:2][C@@H:3]1[C@@H:7]([C:8]2[CH:13]=[CH:12][CH:11]=[CH:10][CH:9]=2)[CH2:6][N:5]([C:14]([O:16][C:17]2[CH:22]=[CH:21][C:20]([C:23]([O:25][CH3:26])=[O:24])=[CH:19][CH:18]=2)=[O:15])[CH2:4]1.[C:27]([C:30]1[C:39]2[O:38][CH2:37][CH2:36][O:35][C:34]=2[CH:33]=[CH:32][CH:31]=1)(=O)[CH3:28]>C1COCC1>[O:35]1[C:34]2[CH:33]=[CH:32][CH:31]=[C:30]([CH:27]([NH:1][CH2:2][C@@H:3]3[C@@H:7]([C:8]4[CH:9]=[CH:10][CH:11]=[CH:12][CH:13]=4)[CH2:6][N:5]([C:14]([O:16][C:17]4[CH:18]=[CH:19][C:20]([C:23]([O:25][CH3:26])=[O:24])=[CH:21][CH:22]=4)=[O:15])[CH2:4]3)[CH3:28])[C:39]=2[O:38][CH2:37][CH2:36]1. Procedure details: A 2.0 ml THF solution of 253 mg of 4-(methoxycarbonyl)phenyl(3S,4S)-3-(aminomethyl)-4-phenylpyrrolidine-1-carboxylate and 144 mg of 5-acetylbenzodioxane was mixed with 0.12 ml of a boron trifluoride diethyl ether complex at 0° C. and stirred overnight at room temperature. The reaction solution was concentrated under a reduced pressure, and the thus obtained residue was purified by a silica gel chromatography (chloroform-methanol) to obtain 146 mg of 4-(methoxycarbonyl)phenyl(3S,4S)-3-({[1-(2,3-d... The reactants are C1=CC=C(C=C1)[C@@H](C(=O)N)N (L-phenylglycine amide). Run in O (water). Yields the product C1=CC=C(C=C1)C(C(=O)N)N (D-phenylglycine amide). RXN SMILES: [CH:1]1[CH:6]=[CH:5][C:4]([C@H:7]([NH2:11])[C:8]([NH2:10])=[O:9])=[CH:3][CH:2]=1>O>[CH:1]1[CH:2]=[CH:3][C:4]([CH:7]([NH2:11])[C:8]([NH2:10])=[O:9])=[CH:5][CH:6]=1. Reported procedure: In accordance with the process described in JP Patent Application Laying Open (Kokai) No. 62-55097, Enterobacter cloacae N-7901 (FERM BP-873) was cultured. This culture solution, 100 mL, was centrifuged, and the wet cells were then suspended in distilled water to prepare a 270 g cell suspension. D, L-phenylglycine amide, 30 g, was dissolved in this suspension, and the mixture was then allowed to react at 40° C. for 18 hours. After the reaction, cells were removed by centrifugation and 295 g of a... Reactants: NC1=C(C(=O)NC2=NNC3=CC=C(C=C23)OCC2=CC(=CC(=C2)F)F)C=CC(=C1)N(C)CCCN(C)C (2-Amino-N-[5-(3,5-difluoro-benzyloxy)-1H-indazol-3-yl]-4-[(3-dimethylamino-propyl)-methyl-amino]-benzamide), O1CCC(CC1)=O (tetrahydro-4H-pyran-4-one), C(=O)(C(F)(F)F)O (TFA), C(C)(=O)O[BH-](OC(C)=O)OC(C)=O.C[N+](C)(C)C (tetramethylammonium triacetoxyborohydride). Run in C(Cl)Cl (DCM), C(Cl)Cl (DCM). Yields the product FC=1C=C(COC=2C=C3C(=NNC3=CC2)NC(C2=C(C=C(C=C2)N(C)CCCN(C)C)NC2CCOCC2)=O)C=C(C1)F (N-[5-(3,5-Difluoro-benzyloxy)-1H-indazol-3-yl]-4-[(3-dimethylamino-propyl)-methyl-amino]-2-(tetrahydro-pyran-4-ylamino)-benzamide). Yield: 46.5%. RXN SMILES: [NH2:1][C:2]1[CH:29]=[C:28]([N:30]([CH2:32][CH2:33][CH2:34][N:35]([CH3:37])[CH3:36])[CH3:31])[CH:27]=[CH:26][C:3]=1[C:4]([NH:6][C:7]1[C:15]2[C:10](=[CH:11][CH:12]=[C:13]([O:16][CH2:17][C:18]3[CH:23]=[C:22]([F:24])[CH:21]=[C:20]([F:25])[CH:19]=3)[CH:14]=2)[NH:9][N:8]=1)=[O:5].[O:38]1[CH2:43][CH2:42][C:41](=O)[CH2:40][CH2:39]1.C(O)(C(F)(F)F)=O.C(O[BH-](OC(=O)C)OC(=O)C)(=O)C.C[N+](C)(C)C>C(Cl)Cl>[F:24][C:22]1[CH:23]=[C:18]([CH:19]=[C:20]([F:25])[CH:21]=1)[CH2:17][O:16][C:13]1[CH:14]=[C:15]2[C:10](=[CH:11][CH:12]=1)[NH:9][N:8]=[C:7]2[NH:6][C:4](=[O:5])[C:3]1[CH:26]=[CH:27][C:28]([N:30]([CH2:32][CH2:33][CH2:34][N:35]([CH3:36])[CH3:37])[CH3:31])=[CH:29][C:2]=1[NH:1][CH:41]1[CH2:42][CH2:43][O:38][CH2:39][CH2:40]1 |f:3.4|. Reported procedure: 2-Amino-N-[5-(3,5-difluoro-benzyloxy)-1H-indazol-3-yl]-4-[(3-dimethylamino-propyl)-methyl-amino]-benzamide (150 mg, 0.29 mmol) in DCM (4 mL) was treated, at 4° C., under a nitrogen atmosphere, with tetrahydro-4H-pyran-4-one (0.34 mL, 0.37 mmol), TFA (0.23 mL, 2.95 mmol) and finally with tetramethylammonium triacetoxyborohydride ((204 mg, 0.74 mmol). After 1.5 hours DCM, was added (25 mL) and the organic layer was washed with water (25 mL), saturated NaHCO3 solution (25 mL) and brine. After dryin... The reactants are CN1CC2=C(N(C=3C=CC(=CC23)C)CC(C2=CC=NC=C2)OS(=O)(=O)C)CC1 (Methanesulfonic acid 2-(2,8-dimethyl-1,2,3,4-tetrahydro-pyrido[4,3-b]indol-5-yl)-1-pyridin-4-yl-ethylester), C1(CC1)N (cyclopropylamine). The solvent is O (water). Run at temperature 90 celsius. Yields the product C1(CC1)NC(CN1C2=C(C=3C=C(C=CC13)C)CN(CC2)C)C2=CC=NC=C2 (cyclopropyl-[2-(2,8-dimethyl-1,2,3,4-tetrahydro-pyrido[4,3-b]indol-5-yl)-1-pyridin-4-yl-ethyl]-amine). As a reaction SMILES: [CH3:1][N:2]1[CH2:28][CH2:27][C:5]2[N:6]([CH2:14][CH:15](OS(C)(=O)=O)[C:16]3[CH:21]=[CH:20][N:19]=[CH:18][CH:17]=3)[C:7]3[CH:8]=[CH:9][C:10]([CH3:13])=[CH:11][C:12]=3[C:4]=2[CH2:3]1.[CH:29]1([NH2:32])[CH2:31][CH2:30]1>O>[CH:29]1([NH:32][CH:15]([C:16]2[CH:21]=[CH:20][N:19]=[CH:18][CH:17]=2)[CH2:14][N:6]2[C:7]3[CH:8]=[CH:9][C:10]([CH3:13])=[CH:11][C:12]=3[C:4]3[CH2:3][N:2]([CH3:1])[CH2:28][CH2:27][C:5]2=3)[CH2:31][CH2:30]1. Procedure: Methanesulfonic acid 2-(2,8-dimethyl-1,2,3,4-tetrahydro-pyrido[4,3-b]indol-5-yl)-1-pyridin-4-yl-ethylester (1.0 g, 3.5 mmol) was dissolved in 70% cyclopropylamine in water (50 mL) and heated at 90° C. for 18 h. The reaction mixture was concentrated to obtain the crude product that was purified by reverse phase chromatography to obtain 300 mg of cyclopropyl-[2-(2,8-dimethyl-1,2,3,4-tetrahydro-pyrido[4,3-b]indol-5-yl)-1-pyridin-4-yl-ethyl]-amine. 1H NMR (CDCl3, Free base) δ (ppm): 8.52 (d, 2H), 7.... The reactants are ClC1=NC=C(C(=C1)NC1=C(C=CC=C1)S(=O)(=O)C(C)C)C(F)(F)F (2-chloro-N-[2-(propan-2-ylsulfonyl)phenyl]-5-(trifluoromethyl)pyridin-4-amine), CP(=O)(C)C=1C=CC(=C(N)C1)OC (5-(Dimethylphosphoryl)-2-methoxyaniline). The product is CP(=O)(C)C=1C=CC(=C(C1)NC1=NC=C(C(=C1)NC1=C(C=CC=C1)S(=O)(=O)C(C)C)C(F)(F)F)OC (N2-[5-(dimethylphosphoryl)-2-methoxyphenyl]-N4-[2-(propan-2-ylsulfonyl)phenyl]-5-(trifluoromethyl)pyridine-2,4-diamine). RXN SMILES: Cl[C:2]1[CH:7]=[C:6]([NH:8][C:9]2[CH:14]=[CH:13][CH:12]=[CH:11][C:10]=2[S:15]([CH:18]([CH3:20])[CH3:19])(=[O:17])=[O:16])[C:5]([C:21]([F:24])([F:23])[F:22])=[CH:4][N:3]=1.[CH3:25][P:26]([C:29]1[CH:30]=[CH:31][C:32]([O:36][CH3:37])=[C:33]([CH:35]=1)[NH2:34])([CH3:28])=[O:27]>>[CH3:28][P:26]([C:29]1[CH:30]=[CH:31][C:32]([O:36][CH3:37])=[C:33]([NH:34][C:2]2[CH:7]=[C:6]([NH:8][C:9]3[CH:14]=[CH:13][CH:12]=[CH:11][C:10]=3[S:15]([CH:18]([CH3:20])[CH3:19])(=[O:17])=[O:16])[C:5]([C:21]([F:24])([F:23])[F:22])=[CH:4][N:3]=2)[CH:35]=1)([CH3:25])=[O:27]. Procedure details: This compound can be prepared as described in Example 80 by reacting 2-chloro-N-[2-(propan-2-ylsulfonyl)phenyl]-5-(trifluoromethyl)pyridin-4-amine with 5-(Dimethylphosphoryl)-2-methoxyaniline. Reactants: CCOC(=O)[C@@H]1N(C(CC1)=O)C(=O)OC(C)(C)C ((R)-5-oxopyrrolidine-1,2-dicarboxylic acid 1-tert-butyl ester 2-ethyl ester), [Cl-].[NH4+] (ammonium chloride), C(C)(=O)OCC (ethyl acetate), FC1=C(C(=CC(=C1)F)F)[Mg]Br (2,4,6-trifluorophenylmagnesium bromide). The solvent is O1CCCC1 (tetrahydrofuran). Run at temperature -40 celsius, time 12 hour. Product: C(C)(C)(C)OC(=O)N[C@@H](C(=O)OCC)CCC(C1=C(C=C(C=C1F)F)F)=O (ethyl (R)-2-tert-butoxycarbonylamino-5-oxo-5-(2,4,6-trifluorophenyl)pentanoate). Reaction SMILES: [CH3:1][CH2:2][O:3][C:4]([C@H:6]1[CH2:10][CH2:9][C:8](=[O:11])[N:7]1[C:12]([O:14][C:15]([CH3:18])([CH3:17])[CH3:16])=[O:13])=[O:5].[F:19][C:20]1[CH:25]=[C:24]([F:26])[CH:23]=[C:22]([F:27])[C:21]=1[Mg]Br.[Cl-].[NH4+].C(OCC)(=O)C>O1CCCC1>[C:15]([O:14][C:12]([NH:7][C@H:6]([CH2:10][CH2:9][C:8](=[O:11])[C:21]1[C:20]([F:19])=[CH:25][C:24]([F:26])=[CH:23][C:22]=1[F:27])[C:4]([O:3][CH2:2][CH3:1])=[O:5])=[O:13])([CH3:18])([CH3:17])[CH3:16] |f:2.3|. Procedure details: To a solution of (R)-5-oxopyrrolidine-1,2-dicarboxylic acid 1-tert-butyl ester 2-ethyl ester (CAS No. 128811-48-3; 5.7 g) in tetrahydrofuran (30 mL), 2,4,6-trifluorophenylmagnesium bromide (0.24 M solution in THF; 100 mL) was added dropwise at −40° C. over one hour, and the reaction solution was stirred at −40° C. for 12 hours. Saturated aqueous ammonium chloride and ethyl acetate were added to the solution. The reaction solution was heated to room temperature, and the organic layer was separate... The product is 9, [N+](=O)([O-])C1=CC=C(C(=O)OC2=CC=CC3=C(C=CC=C23)OC(C2=CC=C(C=C2)[N+](=O)[O-])=O)C=C1 (5-[(4-nitrobenzoyl)oxy]-1-naphthyl 4-nitrobenzoate). As a reaction SMILES: [OH:1][C:2]1[C:11]2[C:6](=[C:7]([OH:12])[CH:8]=[CH:9][CH:10]=2)[CH:5]=[CH:4][CH:3]=1.[N+:13]([C:16]1[CH:24]=[CH:23][C:19]([C:20](Cl)=[O:21])=[CH:18][CH:17]=1)([O-:15])=[O:14].[OH2:25]>N1C=CC=CC=1.CN(C1C=CN=CC=1)C>[N+:13]([C:16]1[CH:24]=[CH:23][C:19]([C:20]([O:1][C:2]2[C:11]3[C:6](=[C:7]([O:12][C:20](=[O:21])[C:19]4[CH:23]=[CH:24][C:16]([N+:13]([O-:14])=[O:25])=[CH:17][CH:18]=4)[CH:8]=[CH:9][CH:10]=3)[CH:5]=[CH:4][CH:3]=2)=[O:21])=[CH:18][CH:17]=1)([O-:15])=[O:14]. Conditions: temperature 0 celsius, time 8 hour. Reported procedure: 8.0 g of 1,5-dihydroxynaphtalene (50.0 mM) were dissolved in 150 ml of pyridine and the solution was cooled to 0° C. At this temperature were added portionwise 27.8 g of 4-nitrobenzoylchloride (150.0 mM), whereupon the temperature rose to Ca. 30° C. Then, 0.6 g of DMAP (5.0 mM) were added and the mixture was stirred overnight at 140° C. bath-temperature. The next day, the reaction mixture was allowed to cool to room temperature and 500 ml of water were added and the resulting mixture was stirred... The reagents and catalysts are CN(C)C=1C=CN=CC1 (DMAP). The yield is 97.0%. The reactants are OC1=CC=CC2=C(C=CC=C12)O (1,5-dihydroxynaphtalene), O (water), [N+](=O)([O-])C1=CC=C(C(=O)Cl)C=C1 (4-nitrobenzoylchloride). The solvent is N1=CC=CC=C1 (pyridine).